The task is: describe an organic reaction: reactants, conditions, products, and yield. This data is from the Open Reaction Database (ORD), a public repository of structured organic reaction records. The reactants are CO (methanol), Cl.C(C1=CC=CC=C1)OC(=O)NCCCC(CCCNC(C(OC)NC(C=CCCCCNC(=N)N)=O)=O)NC(=O)OCC1=CC=CC=C1 ((-)-N-[4-(3-benzyloxycarbonylaminopropyl)benzyloxycarbonylaminobutyl]-2-(7-guanidino-2-heptenamido)-2-methoxyethanamide hydrochloride). Run in O (water). Yields the product C(C1=CC=CC=C1)OC(=O)NCCCC(CCCNC(C(OC)NC(C=CCCCCNC(=N)N)=O)=O)NC(=O)OCC1=CC=CC=C1 ((-)-N-[4-(3-benzyloxycarbonylaminopropyl)benzyloxycarbonylaminobutyl]-2-(7-guanidino-2-heptenamido)-2-methoxyethanamide). As a reaction SMILES: CO.Cl.[CH2:4]([O:11][C:12]([NH:14][CH2:15][CH2:16][CH2:17][CH:18]([NH:41][C:42]([O:44][CH2:45][C:46]1[CH:51]=[CH:50][CH:49]=[CH:48][CH:47]=1)=[O:43])[CH2:19][CH2:20][CH2:21][NH:22][C:23](=[O:40])[CH:24]([NH:27][C:28](=[O:39])[CH:29]=[CH:30][CH2:31][CH2:32][CH2:33][CH2:34][NH:35][C:36]([NH2:38])=[NH:37])[O:25][CH3:26])=[O:13])[C:5]1[CH:10]=[CH:9][CH:8]=[CH:7][CH:6]=1>O>[CH2:4]([O:11][C:12]([NH:14][CH2:15][CH2:16][CH2:17][CH:18]([NH:41][C:42]([O:44][CH2:45][C:46]1[CH:51]=[CH:50][CH:49]=[CH:48][CH:47]=1)=[O:43])[CH2:19][CH2:20][CH2:21][NH:22][C:23](=[O:40])[CH:24]([NH:27][C:28](=[O:39])[CH:29]=[CH:30][CH2:31][CH2:32][CH2:33][CH2:34][NH:35][C:36]([NH2:38])=[NH:37])[O:25][CH3:26])=[O:13])[C:5]1[CH:10]=[CH:9][CH:8]=[CH:7][CH:6]=1 |f:1.2|. Procedure: Into a mixture of each 5 ml of methanol and water was dissolved 114 mg of the crude (-)-N-[4-(3-benzyloxycarbonylaminopropyl)benzyloxycarbonylaminobutyl]-2-(7-guanidino-2-heptenamido)-2-methoxyethanamide hydrochloride obtained above in (a). To the resulting solution were added 0.32 ml of 1N hydrochloric acid and 50 mg of 10% palladium-carbon. The mixture was stirred under a hydrogen stream for 1.5 hours at room temperature. The catalyst was removed by filtration and the filtrate was concentrated... Starting materials: CCOC(=O)CN1N=C(c2ccc(OC)cc2)CC1c1ccc(-c2cccc3c2oc2ccccc23)cc1, C1CCOC1, CO, Cl, [K+], [OH-]. Product: COc1ccc(C2=NN(CC(=O)O)C(c3ccc(-c4cccc5c4oc4ccccc45)cc3)C2)cc1. RXN SMILES: [CH2:1]([CH3:2])[O:3][C:4]([CH2:5][N:6]1[N:7]=[C:8]([c:30]2[cH:31][cH:32][c:33]([O:36][CH3:37])[cH:34][cH:35]2)[CH2:9][CH:10]1[c:11]1[cH:12][cH:13][c:14](-[c:17]2[cH:18][cH:19][cH:20][c:21]3[c:22]2[o:23][c:24]2[c:25]3[cH:26][cH:27][cH:28][cH:29]2)[cH:15][cH:16]1)=[O:38].[CH2:42]1[O:43][CH2:44][CH2:45][CH2:46]1.[CH3:47][OH:48].[ClH:41].[K+:40].[OH-:39]>>[O:3]=[C:4]([CH2:5][N:6]1[N:7]=[C:8]([c:30]2[cH:31][cH:32][c:33]([O:36][CH3:37])[cH:34][cH:35]2)[CH2:9][CH:10]1[c:11]1[cH:12][cH:13][c:14](-[c:17]2[cH:18][cH:19][cH:20][c:21]3[c:22]2[o:23][c:24]2[c:25]3[cH:26][cH:27][cH:28][cH:29]2)[cH:15][cH:16]1)[OH:38]. Reactants: C1=CC=CC=2C=CCN3C(C21)=CC=2C=CC(=CC23)C(=O)N (7H-indolo[2,1-a][2]benzazepine-10-carboxamide). The reagents and catalysts are [Pd] (Palladium on carbon). Run in CO (MeOH). Conditions: time 3 day. Yields the product C1=CC=CC=2CC=CN3C(C21)=CC=2C=CC(=CC23)C(=O)N (5H-indolo[2,1-a][2]benzazepine-10-carboxamide). As a reaction SMILES: [CH:1]1[C:11]2[C:10]3=[CH:12][C:13]4[CH:14]=[CH:15][C:16]([C:19]([NH2:21])=[O:20])=[CH:17][C:18]=4[N:9]3[CH2:8][CH:7]=[CH:6][C:5]=2[CH:4]=[CH:3][CH:2]=1>[Pd].CO>[CH:1]1[C:11]2[C:10]3=[CH:12][C:13]4[CH:14]=[CH:15][C:16]([C:19]([NH2:21])=[O:20])=[CH:17][C:18]=4[N:9]3[CH:8]=[CH:7][CH2:6][C:5]=2[CH:4]=[CH:3][CH:2]=1. Reported procedure: 10% Palladium on carbon (200 mg, 0.19 mmol) was added to a solution of 7H-indolo[2,1-a][2]benzazepine-10-carboxamide, 6-[(4-acetyl-1-piperazinyl)carbonyl]-13-cyclohexyl-N-[(dimethylamino)sulfonyl]- (79 mg, 0.13 mmol) in MeOH (10 mL) and the reaction mixture was vacuum flushed with nitrogen (3×) and then with hydrogen (3×). The reaction mixture was stirred under a balloon of hydrogen for 3 d, filtered through a pad of celite and concentrated. The residue was purified by preparative HPLC (MeOH/H2O... Starting materials: C1CCOC1 (THF), Cl[C@@H](CCCCBr)B([O-])[O-] ((R)-1-chloro-5-bromopentylboronate), C[Mg]Br (methylmagnesium bromide). Product: B([O-])[O-] (boronate), BrCCCC[C@@H](C)O ((R)-6-bromohexan-2-ol). RXN SMILES: Cl[C@H]([B:8]([O-:10])[O-:9])CCC[CH2:6][Br:7].[CH3:11][Mg]Br.[CH2:14]1[CH2:18][O:17][CH2:16][CH2:15]1>>[BH:8]([O-:10])[O-:9].[Br:7][CH2:6][CH2:16][CH2:15][CH2:14][C@H:18]([OH:17])[CH3:11]. Procedure details: The Grignard reaction was performed, as in example 2, with the following amounts: DICHED (R)-1-chloro-5-bromopentylboronate, 20.04 g; 3.0N methylmagnesium bromide, 16.7 ml; 150 ml of THF. The oxidation of the DICHED boronate to give (R)-6-bromohexan-2-ol was performed by dissolving the DICHED 5-bromo-1-methylpentylboronate in THF (10 ml) in a 50 ml flask. Water (10 ml) was added and the solution. The solution was cooled to 0° C. while stirring under argon. Sodium carbonate (16.5 ml of a 3M solut... Reactants: C(=C)[B-](C1=CC=C(C=C1)F)(C1=CC=C(C=C1)F)C1=CC=C(C=C1)F.[Li+] (lithium vinyltris(p-fluorophenyl)borate), Cl(=O)(=O)(=O)[O-].C(C)(C)(C)C1=CC=C(C=C1)[S+](CC(=C(C(=O)OC)C(=O)OC)C1=CC=CC=C1)C1=CC=C(C=C1)C(C)(C)C (bis(p-tert-butylphenyl)[3,3-bis(methoxycarbonyl)-2-phenyl-2-propenyl]sulfonium perchlorate), O (water), resultant mixture. The solvent is C(C)#N (acetonitrile), C(C)#N (acetonitrile). Product: C(C)(C)(C)C1=CC=C(C=C1)[S+](CC(=C(C(=O)OC)C(=O)OC)C1=CC=CC=C1)C1=CC=C(C=C1)C(C)(C)C.C(=C)[B-](C1=CC=C(C=C1)F)(C1=CC=C(C=C1)F)C1=CC=C(C=C1)F (bis(p-tert-butylphenyl)[3,3-bis(methoxycarbonyl)-2-phenyl-2-propenyl]sulfonium vinyltris(p-fluorophenyl)borate). The yield is 42.1%. As a reaction SMILES: [CH:1]([B-:3]([C:18]1[CH:23]=[CH:22][C:21]([F:24])=[CH:20][CH:19]=1)([C:11]1[CH:16]=[CH:15][C:14]([F:17])=[CH:13][CH:12]=1)[C:4]1[CH:9]=[CH:8][C:7]([F:10])=[CH:6][CH:5]=1)=[CH2:2].[Li+].Cl([O-])(=O)(=O)=O.[C:31]([C:35]1[CH:40]=[CH:39][C:38]([S+:41]([C:59]2[CH:64]=[CH:63][C:62]([C:65]([CH3:68])([CH3:67])[CH3:66])=[CH:61][CH:60]=2)[CH2:42][C:43]([C:53]2[CH:58]=[CH:57][CH:56]=[CH:55][CH:54]=2)=[C:44]([C:49]([O:51][CH3:52])=[O:50])[C:45]([O:47][CH3:48])=[O:46])=[CH:37][CH:36]=1)([CH3:34])([CH3:33])[CH3:32].O>C(#N)C>[C:65]([C:62]1[CH:61]=[CH:60][C:59]([S+:41]([C:38]2[CH:39]=[CH:40][C:35]([C:31]([CH3:34])([CH3:33])[CH3:32])=[CH:36][CH:37]=2)[CH2:42][C:43]([C:53]2[CH:54]=[CH:55][CH:56]=[CH:57][CH:58]=2)=[C:44]([C:45]([O:47][CH3:48])=[O:46])[C:49]([O:51][CH3:52])=[O:50])=[CH:64][CH:63]=1)([CH3:68])([CH3:67])[CH3:66].[CH:1]([B-:3]([C:4]1[CH:9]=[CH:8][C:7]([F:10])=[CH:6][CH:5]=1)([C:18]1[CH:23]=[CH:22][C:21]([F:24])=[CH:20][CH:19]=1)[C:11]1[CH:12]=[CH:13][C:14]([F:17])=[CH:15][CH:16]=1)=[CH2:2] |f:0.1,2.3,6.7|. Procedure: A solution of 4.17 g of lithium vinyltris(p-fluorophenyl)borate in 50 ml of acetonitrile was added to solution of 5.00 g of bis(p-tert-butylphenyl)[3,3-bis(methoxycarbonyl)-2-phenyl-2-propenyl]sulfonium perchlorate in 100 ml of acetonitrile, and the resultant mixture was stirred at room temperature for 30 minutes. Then, 200 ml of water was added. The resultant precipitate of a yellow oily component was recovered, and 100 ml of dichloromethane was added. The dichloromethane layer was washed with ...